Dataset: the Open Reaction Database (ORD), a public repository of structured organic reaction records. Task: describe an organic reaction: reactants, conditions, products, and yield Reactants: [C-]#N.[K+] (Potassium cyanide), C(C)(=O)O (Acetic acid), O1CCOC12CCC(CC2)=O (1,4-dioxaspiro[4.5]decan-8-one), CNC (dimethylamine). The solvent is CO (methanol). Conditions: temperature 0 celsius, time 15 hour. Product: CN(C1(CCC2(OCCO2)CC1)C1=CC=CC=C1)C (N,N-Dimethyl-8-phenyl-1,4-dioxaspiro[4.5]decan-8-amine). Isolated yield 59.0%. Reaction SMILES: [C:1](O)(=O)[CH3:2].[O:5]1[C:9]2([CH2:14][CH2:13][C:12](=O)[CH2:11][CH2:10]2)[O:8][CH2:7][CH2:6]1.[CH3:16][NH:17][CH3:18].[C-]#N.[K+]>CO>[CH3:16][N:17]([CH3:18])[C:12]1([C:2]2[CH:1]=[CH:11][CH:10]=[CH:9][CH:14]=2)[CH2:13][CH2:14][C:9]2([O:8][CH2:7][CH2:6][O:5]2)[CH2:10][CH2:11]1 |f:3.4|. Procedure: Acetic acid (30 ml) was added to a solution of 1,4-dioxaspiro[4.5]decan-8-one (128 mmol) in methanol (50 ml). The reaction mixture was cooled to 0° C. and dimethylamine solution (200 ml, 40% eq) was added dropwise. Potassium cyanide (2 eq) was added at the same temperature, then the cooling bath was removed and the reaction mixture stirred for 15 h at room temperature. It was hydrolysed with ammonium hydroxide solution (50% eq, 800 ml) and stirred for 1 h, then diluted with ethyl acetate. After ... The reactants are Cl.C1(=CC=CC=C1)N(N)C1=CC=CC=C1 (1,1-Diphenylhydrazine hydrochloride), BrC1=CC=CC=C1 (bromobenzene), CC(C)(C)[O-].[Na+] (NaOtBu). The reagents and catalysts are CC(=O)[O-].CC(=O)[O-].[Pd+2] (Pd(OAc)2), C=1C=CC(=CC1)P(C=2C=CC=CC2)C3=CC=C4C=CC=CC4=C3C5=C6C=CC=CC6=CC=C5P(C=7C=CC=CC7)C=8C=CC=CC8 (BINAP). Solvent: C1(=CC=CC=C1)C (toluene). Run at temperature 80 celsius. The product is C1(=CC=CC=C1)NN(C1=CC=CC=C1)C1=CC=CC=C1 (Triphenylhydrazine). The yield is 94.0%. Reaction SMILES: Cl.[C:2]1([N:8]([C:10]2[CH:15]=[CH:14][CH:13]=[CH:12][CH:11]=2)[NH2:9])[CH:7]=[CH:6][CH:5]=[CH:4][CH:3]=1.Br[C:17]1[CH:22]=[CH:21][CH:20]=[CH:19][CH:18]=1.CC([O-])(C)C.[Na+]>CC([O-])=O.CC([O-])=O.[Pd+2].C1C=CC(P(C2C(C3C(P(C4C=CC=CC=4)C4C=CC=CC=4)=CC=C4C=3C=CC=C4)=C3C(C=CC=C3)=CC=2)C2C=CC=CC=2)=CC=1.C1(C)C=CC=CC=1>[C:17]1([NH:9][N:8]([C:10]2[CH:15]=[CH:14][CH:13]=[CH:12][CH:11]=2)[C:2]2[CH:3]=[CH:4][CH:5]=[CH:6][CH:7]=2)[CH:22]=[CH:21][CH:20]=[CH:19][CH:18]=1 |f:0.1,3.4,5.6.7|. Procedure: 1,1-Diphenylhydrazine hydrochloride (1.2 equiv., 0.6 mmol, 135 mg), bromobenzene (1.0 equiv., 0.5 mmol, 0.05 mL), Pd(OAc)2 (0.01 equiv, 0.005 mmol, 2 mg), BINAP (0.01 equiv., 0.005 mmol, 3 mg), and NaOtBu (2.8 equiv., 1.4 mmol, 134 mg) and toluene (3 mL) were added to an oven dried test tube which was capped with a septum and purged briefly with argon (˜1 min.) and then heated to 80° C. for 4 hours. The reaction was then cooled to room temperature, diluted with Et2O (2 mL), filtered through Celi... Starting materials: Cc1cc2nc(N)cc(-c3ccccc3)n2n1, O=C(Cl)c1ccc(SC(F)(F)F)cc1, c1ccncc1. Yields the product Cc1cc2nc(NC(=O)c3ccc(SC(F)(F)F)cc3)cc(-c3ccccc3)n2n1. Reaction SMILES: [CH3:1][c:2]1[n:3][n:4]2[c:5]([n:6][c:7]([NH2:16])[cH:8][c:9]2-[c:10]2[cH:11][cH:12][cH:13][cH:14][cH:15]2)[cH:17]1.[F:18][C:19]([S:20][c:21]1[cH:22][cH:23][c:24]([C:25](=[O:26])[Cl:27])[cH:28][cH:29]1)([F:30])[F:31].[cH:32]1[cH:33][cH:34][n:35][cH:36][cH:37]1>>[CH3:1][c:2]1[n:3][n:4]2[c:5]([n:6][c:7]([NH:16][C:25]([c:24]3[cH:23][cH:22][c:21]([S:20][C:19]([F:18])([F:30])[F:31])[cH:29][cH:28]3)=[O:26])[cH:8][c:9]2-[c:10]2[cH:11][cH:12][cH:13][cH:14][cH:15]2)[cH:17]1. Starting materials: COC1=C(C=C2CCC(C2=C1)=O)N1CCOCC1 (6-methoxy-5-morpholino-2,3-dihydro-1H-inden-1-one), CC1=NNC(=C1)C=O (3-methyl-1H-pyrazole-5-carbaldehyde), CC=1C=CC(=CC1)S(=O)(=O)O (PTSA). Run in C(C)(=O)OCC (ethyl acetate), C1(=CC=CC=C1)C (toluene). Run at temperature 120 celsius, time 6 hour. Product: COC1=C(C=C2C\C(\C(C2=C1)=O)=C/C1=CC(=NN1)C)N1CCOCC1 ((E)-6-methoxy-2-((3-methyl-1H-pyrazol-5-yl)methylene)-5-morpholino-2, 3-dihydro-1H-inden-1-one). RXN SMILES: [CH3:1][O:2][C:3]1[CH:11]=[C:10]2[C:6]([CH2:7][CH2:8][C:9]2=[O:12])=[CH:5][C:4]=1[N:13]1[CH2:18][CH2:17][O:16][CH2:15][CH2:14]1.[CH3:19][C:20]1[CH:24]=[C:23]([CH:25]=O)[NH:22][N:21]=1.CC1C=CC(S(O)(=O)=O)=CC=1>C1(C)C=CC=CC=1.C(OCC)(=O)C>[CH3:1][O:2][C:3]1[CH:11]=[C:10]2[C:6]([CH2:7]/[C:8](=[CH:25]\[C:23]3[NH:22][N:21]=[C:20]([CH3:19])[CH:24]=3)/[C:9]2=[O:12])=[CH:5][C:4]=1[N:13]1[CH2:14][CH2:15][O:16][CH2:17][CH2:18]1. Reported procedure: To a solution of 13 (100 mg, 0.404 mmol) in toluene 10 mL was added 3-methyl-1H-pyrazole-5-carbaldehyde 93 (70.8 mg, 0.404 mmol). PTSA (153.8 mg, 0.808 mmol) was added to the reaction mass, then stirred at 120° C. for 6 h, diluted with ethyl acetate and washed with water (3×25 mL). The organic layer was dried over sodium sulphate and concentrated to get the crude 94 and was purified through flash chromatography by using 100-200 mesh silica gel eluting at 2% MeOH in DCM to afford yellow coloured ... Reactants: C1CCOC1, OCC(c1ccc2c(c1)OCO2)C(F)(F)F, [H-], [Na+], BrCc1cccc(Oc2ccccc2)c1, O. Product: FC(F)(F)C(COCc1cccc(Oc2ccccc2)c1)c1ccc2c(c1)OCO2. As a reaction SMILES: [CH2:35]1[O:36][CH2:37][CH2:38][CH2:39]1.[CH2:3]1[O:4][c:5]2[cH:6][c:7]([CH:12]([CH2:13][OH:14])[C:15]([F:16])([F:17])[F:18])[cH:8][cH:9][c:10]2[O:11]1.[H-:1].[Na+:2].[O:19]([c:20]1[cH:21][cH:22][cH:23][cH:24][cH:25]1)[c:26]1[cH:27][c:28]([CH2:29][Br:30])[cH:31][cH:32][cH:33]1.[OH2:34]>>[CH2:3]1[O:4][c:5]2[cH:6][c:7]([CH:12]([CH2:13][O:14][CH2:29][c:28]3[cH:27][c:26]([O:19][c:20]4[cH:21][cH:22][cH:23][cH:24][cH:25]4)[cH:33][cH:32][cH:31]3)[C:15]([F:16])([F:17])[F:18])[cH:8][cH:9][c:10]2[O:11]1. Starting materials: C(CC)N(C(=O)C=1C=C(C(=O)N[C@H](C(=O)OC)CC(C)C)C=CC1)CCC (Methyl(2S)-2-({3-[(dipropylamino)carbonyl]benzoyl}amino)-4-methylpentanoate), solution. Run in C1(=CC=CC=C1)C (toluene), C1(=CC=CC=C1)C (toluene). Conditions: time 6 minute. Yields the product C(CC)N(C(=O)C=1C=C(C(=O)N[C@H](C=O)CC(C)C)C=CC1)CCC ((2S)-2-({3-[(dipropylamino)carbonyl]benzoyl}amino)-4-methylpentanal). Yield: 52.3%. Reaction SMILES: [CH2:1]([N:4]([CH2:25][CH2:26][CH3:27])[C:5]([C:7]1[CH:8]=[C:9]([CH:22]=[CH:23][CH:24]=1)[C:10]([NH:12][C@@H:13]([CH2:18][CH:19]([CH3:21])[CH3:20])[C:14](OC)=[O:15])=[O:11])=[O:6])[CH2:2][CH3:3]>C1(C)C=CC=CC=1>[CH2:25]([N:4]([CH2:1][CH2:2][CH3:3])[C:5]([C:7]1[CH:8]=[C:9]([CH:22]=[CH:23][CH:24]=1)[C:10]([NH:12][C@@H:13]([CH2:18][CH:19]([CH3:21])[CH3:20])[CH:14]=[O:15])=[O:11])=[O:6])[CH2:26][CH3:27]. Procedure: Methyl(2S)-2-({3-[(dipropylamino)carbonyl]benzoyl}amino)-4-methylpentanoate (1.65 g, 4.4 mmol) in 20 mL of toluene under nitrogen is cooled to −78° C. To this is added, dropwise over 5 min, 11 mL of a 1 M solution of Dibal in toluene. The mixture is stirred an additional 6 minutes, and is then quenched by addition of 2 mL of methanol. The cold bath is removed and 20 mL of a Rochelle salt solution is added and vigorously stirred while the mixture warms to ambient temperature. The product is extra... Reactants: CC(C)(C)c1cc(-c2n[nH]c3ncccc23)cc(C(C)(C)C)c1O, O=C([O-])[O-], CN(C)C=O, [K+], [K+], O, COCCOS(=O)(=O)c1ccc(C)cc1. The product is COCCn1nc(-c2cc(C(C)(C)C)c(O)c(C(C)(C)C)c2)c2cccnc21. RXN SMILES: [C:1]([CH3:2])([CH3:3])([CH3:4])[c:5]1[cH:6][c:7](-[c:16]2[n:17][nH:18][c:19]3[n:20][cH:21][cH:22][cH:23][c:24]23)[cH:8][c:9]([C:12]([CH3:13])([CH3:14])[CH3:15])[c:10]1[OH:11].[C:25](=[O:26])([O-:27])[O-:28].[CH3:47][N:48]([CH3:49])[CH:50]=[O:51].[K+:29].[K+:30].[OH2:46].[c:31]1([CH3:32])[cH:33][cH:34][c:35]([S:36]([O:37][CH2:41][CH2:42][O:43][CH3:44])(=[O:38])=[O:39])[cH:40][cH:45]1>>[C:1]([CH3:2])([CH3:3])([CH3:4])[c:5]1[cH:6][c:7](-[c:16]2[n:17][n:18]([CH2:41][CH2:42][O:43][CH3:44])[c:19]3[n:20][cH:21][cH:22][cH:23][c:24]23)[cH:8][c:9]([C:12]([CH3:13])([CH3:14])[CH3:15])[c:10]1[OH:11]. The reactants are C(C1=CC=CC=C1)OCC1=NC2=CC3=C(C=C2C(N1)=O)C(CC3)NC3=CC=C(C(=O)OC(C)(C)C)C=C3 (tert-butyl 4-{N-[(6RS)-2-benzyloxymethyl-4-oxo-3,4,7,8-tetrahydro-6H-cyclopenta[g]quinazolin-6-yl]amino}benzoate). The reagents and catalysts are [Pd] (Pd/C), catalyst. Solvent: CCO (EtOH). Conditions: temperature 45 celsius, time 3 hour. Yields the product OCC1=NC2=CC3=C(C=C2C(N1)=O)C(CC3)NC3=CC=C(C(=O)OC(C)(C)C)C=C3 (tert-Butyl 4-{N-[(6RS)-2-hydroxymethyl-4-oxo-3,4,7,8-tetrahydro-6H-cyclopenta[g]quinazolin-6-yl]amino}benzoate). Isolated yield 59.5%. Reaction SMILES: C([O:8][CH2:9][C:10]1[NH:19][C:18](=[O:20])[C:17]2[C:12](=[CH:13][C:14]3[CH2:23][CH2:22][CH:21]([NH:24][C:25]4[CH:37]=[CH:36][C:28]([C:29]([O:31][C:32]([CH3:35])([CH3:34])[CH3:33])=[O:30])=[CH:27][CH:26]=4)[C:15]=3[CH:16]=2)[N:11]=1)C1C=CC=CC=1>CCO.[Pd]>[OH:8][CH2:9][C:10]1[NH:19][C:18](=[O:20])[C:17]2[C:12](=[CH:13][C:14]3[CH2:23][CH2:22][CH:21]([NH:24][C:25]4[CH:37]=[CH:36][C:28]([C:29]([O:31][C:32]([CH3:33])([CH3:35])[CH3:34])=[O:30])=[CH:27][CH:26]=4)[C:15]=3[CH:16]=2)[N:11]=1. Reported procedure: To a solution of tert-butyl 4-{N-[(6RS)-2-benzyloxymethyl-4-oxo-3,4,7,8-tetrahydro-6H-cyclopenta[g]quinazolin-6-yl]amino}benzoate (1.40 g, 2.8 mmol) in EtOH (150 ml) was added 10% Pd/C (0.665 g). The mixture was stirred at 45° C. for 3 h, then more catalyst (0.200 g) was added and stirring was continued at 50° C. for 6 h. The catalyst was removed by filtration, washed with EtOH, and the filtrate was concentrated in vacuo. Purification of the residue by column chromatography, on elution with 8% m... Starting materials: CCOC(C)(OCC)c1ncc(Br)s1, ClCCl, O, O=C(O)C(F)(F)F. Yields the product CC(=O)c1ncc(Br)s1. Reaction SMILES: [Br:1][c:2]1[cH:3][n:4][c:5]([C:7]([CH3:8])([O:9][CH2:13][CH3:14])[O:10][CH2:11][CH3:12])[s:6]1.[Cl:23][CH2:24][Cl:25].[OH2:22].[OH:15][C:16]([C:17]([F:18])([F:19])[F:20])=[O:21]>>[Br:1][c:2]1[cH:3][n:4][c:5]([C:7]([CH3:8])=[O:9])[s:6]1. Reactants: O=C([O-])O, CCOc1nc2cccc(C(=O)OC(C)OC(=O)OC3CCCCC3)c2n1Cc1ccc(-c2ccccc2-c2nnnn2C(c2ccccc2)(c2ccccc2)c2ccccc2)cc1, ClCCl, CCOC(C)=O, CO, [Cl-], Cl, [Na+], [Na+], O. Product: CCOc1nc2cccc(C(=O)OC(C)OC(=O)OC3CCCCC3)c2n1Cc1ccc(-c2ccccc2-c2nnn[nH]2)cc1. As a reaction SMILES: [C:66](=[O:67])([O-:68])[OH:69].[CH2:1]([CH3:2])[O:3][c:4]1[n:5][c:6]2[c:7]([n:8]1[CH2:9][c:10]1[cH:11][cH:12][c:13](-[c:16]3[c:17](-[c:22]4[n:23][n:24][n:25][n:26]4[C:27]([c:28]4[cH:29][cH:30][cH:31][cH:32][cH:33]4)([c:34]4[cH:35][cH:36][cH:37][cH:38][cH:39]4)[c:40]4[cH:41][cH:42][cH:43][cH:44][cH:45]4)[cH:18][cH:19][cH:20][cH:21]3)[cH:14][cH:15]1)[c:46]([C:50](=[O:51])[O:52][CH:53]([CH3:54])[O:55][C:56](=[O:57])[O:58][CH:59]1[CH2:60][CH2:61][CH2:62][CH2:63][CH2:64]1)[cH:47][cH:48][cH:49]2.[CH2:73]([Cl:74])[Cl:75].[CH3:77][CH2:78][O:79][C:80](=[O:81])[CH3:82].[CH3:83][OH:84].[Cl-:71].[ClH:65].[Na+:70].[Na+:72].[OH2:76]>>[CH2:1]([CH3:2])[O:3][c:4]1[n:5][c:6]2[c:7]([n:8]1[CH2:9][c:10]1[cH:11][cH:12][c:13](-[c:16]3[c:17](-[c:22]4[nH:23][n:24][n:25][n:26]4)[cH:18][cH:19][cH:20][cH:21]3)[cH:14][cH:15]1)[c:46]([C:50](=[O:51])[O:52][CH:53]([CH3:54])[O:55][C:56](=[O:57])[O:58][CH:59]1[CH2:60][CH2:61][CH2:62][CH2:63][CH2:64]1)[cH:47][cH:48][cH:49]2.